Dataset: the Open Reaction Database (ORD), a public repository of structured organic reaction records. Task: describe an organic reaction: reactants, conditions, products, and yield The reactants are ClC=1C=CC2=C(C(CCCN2C(C2=CC=C(C=C2)C(CC2=C(C=CC=C2)C)O)=O)CC(=O)N2CCN(CC2)C)C1 (7-chloro-5-[(4-methyl-1-piperazinyl)carbonylmethyl]-1-{4-[2-(2-methylphenyl)-1-hydroxyethyl]benzoyl}-2,3,4,5-tetrahydro-1H-benzazepine), C(C)(=O)OC(C)=O (acetic anhydride), ice water, C(O)([O-])=O.[Na+] (sodium hydrogen carbonate), S(O)(O)(=O)=O (sulfuric acid). The solvent is C(C)(=O)O (acetic acid), C(C)(=O)OCC (ethyl acetate). Conditions: time 12 hour. Yields the product ClC=1C=CC2=C(C(CCCN2C(C2=CC=C(C=C2)C(CC2=C(C=CC=C2)C)OC(C)=O)=O)CC(=O)N2CCN(CC2)C)C1 (7-chloro-5-[(4-methyl-1-piperazinyl)carbonylmethyl]-1-{4-[2-(2-methylphenyl)-1-acetyloxyethyl]-benzoyl}-2,3,4,5-tetrahydro-1H-benzazepine). Reaction SMILES: [Cl:1][C:2]1[CH:3]=[CH:4][C:5]2[N:11]([C:12](=[O:29])[C:13]3[CH:18]=[CH:17][C:16]([CH:19]([OH:28])[CH2:20][C:21]4[CH:26]=[CH:25][CH:24]=[CH:23][C:22]=4[CH3:27])=[CH:15][CH:14]=3)[CH2:10][CH2:9][CH2:8][CH:7]([CH2:30][C:31]([N:33]3[CH2:38][CH2:37][N:36]([CH3:39])[CH2:35][CH2:34]3)=[O:32])[C:6]=2[CH:40]=1.[C:41](OC(=O)C)(=[O:43])[CH3:42].S(=O)(=O)(O)O.C(=O)([O-])O.[Na+]>C(OCC)(=O)C.C(O)(=O)C>[Cl:1][C:2]1[CH:3]=[CH:4][C:5]2[N:11]([C:12](=[O:29])[C:13]3[CH:18]=[CH:17][C:16]([CH:19]([O:28][C:41](=[O:43])[CH3:42])[CH2:20][C:21]4[CH:26]=[CH:25][CH:24]=[CH:23][C:22]=4[CH3:27])=[CH:15][CH:14]=3)[CH2:10][CH2:9][CH2:8][CH:7]([CH2:30][C:31]([N:33]3[CH2:38][CH2:37][N:36]([CH3:39])[CH2:35][CH2:34]3)=[O:32])[C:6]=2[CH:40]=1 |f:3.4|. Reported procedure: To a mixture of 7-chloro-5-[(4-methyl-1-piperazinyl)carbonylmethyl]-1-{4-[2-(2-methylphenyl)-1-hydroxyethyl]benzoyl}-2,3,4,5-tetrahydro-1H-benzazepine (0.5 g), acetic acid (5 ml) and acetic anhydride (3 ml) is added a drop of conc. sulfuric acid, and the mixture is stirred at room temperature for 12 hours, and subsequently stirred at a temperature from 60-70° C. for 6 hours. The reaction mixture is poured into ice-water, and thereto is added ethyl acetate (30 ml). The mixture is basified with so... The reactants are C1(=CC=CC=C1)N(C(=O)C1=CC2=C(N(C(=N2)CCC2=CC=C(C=C2)C(N)=N)C)C=C1)CCC1=NN=NN1 (1-methyl-2-[2-(4-amidinophenyl)ethyl]benzimidazol-5-yl-carboxylic acid-N-phenyl-N-[2-(1H-tetrazol-5-yl)ethyl]amide), ClC(=O)OCCCCCC (n-hexyl chloroformate). Product: C1(=CC=CC=C1)N(C(=O)C1=CC2=C(N(C(=N2)CCC2=CC=C(C=C2)C(NC(=O)OCCCCCC)=N)C)C=C1)CCC1=NN=NN1 (1-Methyl-2-[2-[4-(N-n-hexyloxycarbonylamidino)phenyl]ethyl]benzimidazol-5-yl-carboxylic acid-N-phenyl-N-[2-(1H-tetrazol-5-yl)ethyl]amide). Reaction SMILES: [C:1]1([N:7]([CH2:31][CH2:32][C:33]2[NH:37][N:36]=[N:35][N:34]=2)[C:8]([C:10]2[CH:30]=[CH:29][C:13]3[N:14]([CH3:28])[C:15]([CH2:17][CH2:18][C:19]4[CH:24]=[CH:23][C:22]([C:25](=[NH:27])[NH2:26])=[CH:21][CH:20]=4)=[N:16][C:12]=3[CH:11]=2)=[O:9])[CH:6]=[CH:5][CH:4]=[CH:3][CH:2]=1.Cl[C:39]([O:41][CH2:42][CH2:43][CH2:44][CH2:45][CH2:46][CH3:47])=[O:40]>>[C:1]1([N:7]([CH2:31][CH2:32][C:33]2[NH:37][N:36]=[N:35][N:34]=2)[C:8]([C:10]2[CH:30]=[CH:29][C:13]3[N:14]([CH3:28])[C:15]([CH2:17][CH2:18][C:19]4[CH:20]=[CH:21][C:22]([C:25](=[NH:26])[NH:27][C:39]([O:41][CH2:42][CH2:43][CH2:44][CH2:45][CH2:46][CH3:47])=[O:40])=[CH:23][CH:24]=4)=[N:16][C:12]=3[CH:11]=2)=[O:9])[CH:6]=[CH:5][CH:4]=[CH:3][CH:2]=1. Reported procedure: Prepared analogously to Example 90 from 1-methyl-2-[2-(4-amidinophenyl)ethyl]benzimidazol-5-yl-carboxylic acid-N-phenyl-N-[2-(1H-tetrazol-5-yl)ethyl]amide and n-hexyl chloroformate. The reactants are ClC1=C(C(=NC2=CC(=CC(=C12)F)F)N1C(CC1)=O)C (1-(4-chloro-5,7-difluoro-3-methylquinolin-2-yl)azetidin-2-one), O1CCN(CC1)C=1C=C2C(=NC1)C1(CN2)CCOCC1 (6′-morpholino-1′,2,2′,3,5,6-hexahydrospiro[pyran-4,3′-pyrrolo[3,2-b]pyridine]). Reported procedure: Prepared according to procedure Y using 1-(4-chloro-5,7-difluoro-3-methylquinolin-2-yl)azetidin-2-one (130 mg, 0.44 mmol) and 6′-morpholino-1′,2,2′,3,5,6-hexahydrospiro[pyran-4,3′-pyrrolo[3,2-b]pyridine] in toluene (except using cesium carbonate as base) to give 1-(5,7-difluoro-3-methyl-4-(6′-(4-morpholinyl)-2,3,5,6-tetrahydrospiro[pyran-4,3′-pyrrolo[3,2-b]pyridin]-1′(2′H)-yl)-2-quinolinyl)-2-azetidinone. 1H NMR (400 MHz, chloroform-d) δ ppm 7.59 (1H, d, J=2.3 Hz), 7.45 (1H, ddd, J=9.5, 2.4, 1.2... Product: FC1=C2C(=C(C(=NC2=CC(=C1)F)N1C(CC1)=O)C)N1CC2(C3=NC=C(C=C31)N3CCOCC3)CCOCC2 (1-(5,7-difluoro-3-methyl-4-(6′-(4-morpholinyl)-2,3,5,6-tetrahydrospiro[pyran-4,3′-pyrrolo[3,2-b]pyridin]-1′(2′H)-yl)-2-quinolinyl)-2-azetidinone). Reaction SMILES: Cl[C:2]1[C:11]2[C:6](=[CH:7][C:8]([F:13])=[CH:9][C:10]=2[F:12])[N:5]=[C:4]([N:14]2[CH2:17][CH2:16][C:15]2=[O:18])[C:3]=1[CH3:19].[O:20]1[CH2:25][CH2:24][N:23]([C:26]2[CH:27]=[C:28]3[NH:34][CH2:33][C:32]4([CH2:39][CH2:38][O:37][CH2:36][CH2:35]4)[C:29]3=[N:30][CH:31]=2)[CH2:22][CH2:21]1>C1(C)C=CC=CC=1>[F:12][C:10]1[CH:9]=[C:8]([F:13])[CH:7]=[C:6]2[C:11]=1[C:2]([N:34]1[C:28]3[C:29](=[N:30][CH:31]=[C:26]([N:23]4[CH2:24][CH2:25][O:20][CH2:21][CH2:22]4)[CH:27]=3)[C:32]3([CH2:39][CH2:38][O:37][CH2:36][CH2:35]3)[CH2:33]1)=[C:3]([CH3:19])[C:4]([N:14]1[CH2:17][CH2:16][C:15]1=[O:18])=[N:5]2. Solvent: C1(=CC=CC=C1)C (toluene). Reactants: ClCC(=O)NC (2-Chloro-N-methyl-acetamide), C(=O)([O-])[O-].[K+].[K+] (K2CO3), ClC1=C(C=CC(=C1)NC1=C(C=C(C=C1)Cl)C)C(=O)C1=C(C=CC(=C1)O)F ([2-Chloro-4-(4-chloro-2-methyl-phenylamino)-phenyl]-(2-fluoro-5-hydroxy-phenyl)-methanone). The solvent is C(C)#N (acetonitrile). Conditions: temperature 130 celsius, time 45 minute. The product is ClC1=C(C(=O)C=2C=C(OCC(=O)NC)C=CC2F)C=CC(=C1)NC1=C(C=C(C=C1)Cl)C (2-{3-[2-Chloro-4-(4-chloro-2-methyl-phenylamino)-benzoyl]-4-fluoro-phenoxy}-N-methyl-acetamide). RXN SMILES: [Cl:1][C:2]1[CH:7]=[C:6]([NH:8][C:9]2[CH:14]=[CH:13][C:12]([Cl:15])=[CH:11][C:10]=2[CH3:16])[CH:5]=[CH:4][C:3]=1[C:17]([C:19]1[CH:24]=[C:23]([OH:25])[CH:22]=[CH:21][C:20]=1[F:26])=[O:18].Cl[CH2:28][C:29]([NH:31][CH3:32])=[O:30].C([O-])([O-])=O.[K+].[K+]>C(#N)C>[Cl:1][C:2]1[CH:7]=[C:6]([NH:8][C:9]2[CH:14]=[CH:13][C:12]([Cl:15])=[CH:11][C:10]=2[CH3:16])[CH:5]=[CH:4][C:3]=1[C:17]([C:19]1[CH:24]=[C:23]([CH:22]=[CH:21][C:20]=1[F:26])[O:25][CH2:28][C:29]([NH:31][CH3:32])=[O:30])=[O:18] |f:2.3.4|. Procedure details: Compound 513 (36 mg, 0.09 mmol) was dissolved in acetonitrile (2 mL) in a reaction vial. 2-Chloro-N-methyl-acetamide (30 mg, 0.28 mmol), K2CO3 (38 mg, 0.28 mmol) were added. The reaction vial was flushed with argon, closed and then stirred at 130° C. for 45 min. in a microwave oven. The reaction mixture was poured into a mixture of EtOAc:H2O (1:1, 10 mL). The layers were separated and the aqueous phase was extracted with EtOAc (3×5 mL). The combined organic layers were dried (MgSO4), filtered, c... The reactants are CN(C)C=O, OCc1ccnc(Cl)c1, ClCCl, O, O=S(Cl)Cl. The product is ClCc1ccnc(Cl)c1. RXN SMILES: [CH3:14][N:15]([CH3:16])[CH:17]=[O:18].[Cl:1][c:2]1[n:3][cH:4][cH:5][c:6]([CH2:8][OH:9])[cH:7]1.[Cl:20][CH2:21][Cl:22].[OH2:19].[S:10]([Cl:11])([Cl:12])=[O:13]>>[Cl:1][c:2]1[n:3][cH:4][cH:5][c:6]([CH2:8][Cl:12])[cH:7]1. The reactants are S(O)(O)(=O)=O (sulfuric acid), CC=1C(C2=CC=CC=C2C(C1)=O)=O (2-methyl-1,4-naphthoquinone), CO (methanol). The reagents and catalysts are [Zn] (zinc). The solvent is C1(=CC=CC=C1)C (toluene). Run at temperature 60 celsius, time 4.5 hour. Product: COC1=CC(=C(C2=CC=CC=C12)O)C (4-methoxy-2-methyl-1-naphthol). Isolated yield 81.0%. Reaction SMILES: S(=O)(=O)(O)O.[CH3:6][C:7]1[C:8](=[O:18])[C:9]2[C:14]([C:15](=[O:17])[CH:16]=1)=[CH:13][CH:12]=[CH:11][CH:10]=2.[CH3:19]O>[Zn].C1(C)C=CC=CC=1>[CH3:19][O:17][C:15]1[C:14]2[C:9](=[CH:10][CH:11]=[CH:12][CH:13]=2)[C:8]([OH:18])=[C:7]([CH3:6])[CH:16]=1. Procedure: 4.9 g of concentrated sulfuric acid were added dropwise to a stirred mixture of 4.75 g (27.6 mmole) of 2-methyl-1,4-naphthoquinone, 2.71 g (41.4 mmole) of zinc powder, 15 mL of methanol and 15 mL of toluene, in an ice bath. After the addition was complete, the reaction mixture was stirred for 4.5 hours at 60° C. The reaction product was extracted with ethyl acetate, washed with water then brine, dried over sodium sulfate, filtered, then evaporated under reduced pressure to yield 4.25 gm (81% yie... Procedure: The (4S)-4-(3,4-dichlorophenyl)-3,4-dihydro-1(2H)-naphthalenone final product afforded by the process of this invention is a valuable intermediate that can be used to synthesize the antidepressant agent known as sertraline or cis-(1S)(4S)-N-methyl4-(3,4-dichlorophenyl)-1,2,3,4-tetrahydro-1-naphthaleneamine by methods disclosed in the previously discussed prior art. More specifically, (4S)-4-(3,4-dichlorophenyl)-3,4-dihydro-1(2H)-naphthalenone is first converted to (4S)-N-[4-(3,4-dichlorophenyl)-... Starting materials: cis-(1S)(4S)-N-methyl4-(3,4-dichlorophenyl)-1,2,3,4-tetrahydro-1-naphthaleneamine, CN[C@H]1CC[C@H](C2=C1C=CC=C2)C=3C=CC(=C(C3)Cl)Cl (sertraline), (4S)-N-[4-(3,4-dichlorophenyl)-3,4-dihydro-1(2H)-naphthalenylidine]methanamine, (4S)-4-(3,4-dichlorophenyl)-1(2H)-naphthalenone, cis-(1S)(4S)-N-methyl4-(3,4-dichlorophenyl)-1,2,3,4-tetrahydro-1-naphthaleneamine, ClC=1C=C(C=CC1Cl)[C@@H]1CCC(C2=CC=CC=C12)=O ((4S)-4-(3,4-dichlorophenyl)-3,4-dihydro-1(2H)-naphthalenone), ClC=1C=C(C=CC1Cl)[C@@H]1CCC(C2=CC=CC=C12)=O ((4S)-4-(3,4-dichlorophenyl)-3,4-dihydro-1(2H)-naphthalenone). RXN SMILES: [CH3:1][NH:2][C@@H:3]1[C:8]2[CH:9]=[CH:10][CH:11]=[CH:12][C:7]=2[C@H:6]([C:13]2[CH:14]=[CH:15][C:16]([Cl:20])=[C:17]([Cl:19])[CH:18]=2)[CH2:5][CH2:4]1.ClC1C=C([C@H]2C3C(=CC=CC=3)C(=O)CC2)C=CC=1Cl>>[CH3:1][NH:2][C@H:3]1[C:8]2[C:7](=[CH:12][CH:11]=[CH:10][CH:9]=2)[C@@H:6]([C:13]2[CH:14]=[CH:15][C:16]([Cl:20])=[C:17]([Cl:19])[CH:18]=2)[CH2:5][CH2:4]1. The product is CN[C@@H]1CC[C@@H](C2=CC=CC=C12)C1=CC(=C(C=C1)Cl)Cl (cis-N-methyl-4-(3,4-dichlorophenyl)-1,2,3,4-tetrahydro-1-naphthaleneamine). The reactants are solution, C(CCC=C)(=O)NN (pent-4-enohydrazide), O=C=N[C@@H](C(C)C)C(=O)OC (methyl N-(oxomethylene)-L-valinate). Solvent: O1CCOCC1 (dioxane). Run at time 3 hour. Product: C(CCC=C)(=O)NNC(=O)N[C@@H](C(C)C)C(=O)OC (methyl N-[(2-pent-4-enoylhydrazino)carbonyl]-L-valinate). Reaction SMILES: [C:1]([NH:7][NH2:8])(=[O:6])[CH2:2][CH2:3][CH:4]=[CH2:5].[O:9]=[C:10]=[N:11][C@H:12]([C:16]([O:18][CH3:19])=[O:17])[CH:13]([CH3:15])[CH3:14]>O1CCOCC1>[C:1]([NH:7][NH:8][C:10]([NH:11][C@H:12]([C:16]([O:18][CH3:19])=[O:17])[CH:13]([CH3:14])[CH3:15])=[O:9])(=[O:6])[CH2:2][CH2:3][CH:4]=[CH2:5]. Procedure details: To a 1.6 M solution of pent-4-enohydrazide (from Step 2) in dioxane, 1 eq. of methyl N-(oxomethylene)-L-valinate, (prepared as described in J. Het. Chem. 1990, 739) was added. After sting at RT for 3 h, volatiles were removed in vacuo, to obtain the title compound. 1H NMR (400 MHz, DMSO-d6) δ: 9.55 (d, J 2.1, 1H), 7.86 (d, J 2.2, 1H), 6.48 (d, J 8.1, 1H), 5.86-5.76 (m, 1H), 5.04 (dd, J 17.2, 1.5, 1H), 4.96 (d, J 18.2, 10.3, 1H), 4.09 (dd, J 8.7, 5.7, 1H), 3.64 (s, 3H), 2.32-2.24 (m, 2H), 2.22-2.... Starting materials: CCCCCC1(O)CCC(c2ccc(OCC)c(F)c2F)CC1, Cc1ccccc1, O. Yields the product CCCCCC1=CCC(c2ccc(OCC)c(F)c2F)CC1. As a reaction SMILES: [CH2:1]([CH3:2])[O:3][c:4]1[c:5]([F:23])[c:6]([F:22])[c:7]([CH:10]2[CH2:11][CH2:12][C:13]([OH:16])([CH2:17][CH2:18][CH2:19][CH2:20][CH3:21])[CH2:14][CH2:15]2)[cH:8][cH:9]1.[CH3:25][c:26]1[cH:27][cH:28][cH:29][cH:30][cH:31]1.[OH2:24]>>[CH2:1]([CH3:2])[O:3][c:4]1[c:5]([F:23])[c:6]([F:22])[c:7]([CH:10]2[CH2:11][CH:12]=[C:13]([CH2:17][CH2:18][CH2:19][CH2:20][CH3:21])[CH2:14][CH2:15]2)[cH:8][cH:9]1. The reactants are C([O-])([O-])=O.[Cs+].[Cs+] (cesium carbonate), O=C1C(O)=C(O)[C@H](O1)[C@@H](O)CO (Ascorbic acid), C(C1=CC=CC=C1)Br (benzyl bromide). Run in ClCCl (dichloromethane), CS(=O)C (dimethylsulfoxide). Conditions: temperature 50 celsius, time 20 minute. Product: C(C1=CC=CC=C1)OC1=C(C(=O)O[C@@H]1[C@@H](O)CO)O (3-O-benzyl ascorbic acid). The yield is 47.6%. Reaction SMILES: [O:1]=[C:2]1[O:8][C@H:7]([C@H:9]([CH2:11][OH:12])[OH:10])[C:5]([OH:6])=[C:3]1[OH:4].C(=O)([O-])[O-].[Cs+].[Cs+].[CH2:19](Br)[C:20]1[CH:25]=[CH:24][CH:23]=[CH:22][CH:21]=1>CS(C)=O.ClCCl>[CH2:19]([O:6][C:5]1[C@@H:7]([C@H:9]([CH2:11][OH:12])[OH:10])[O:8][C:2](=[O:1])[C:3]=1[OH:4])[C:20]1[CH:25]=[CH:24][CH:23]=[CH:22][CH:21]=1 |f:1.2.3|. Procedure details: Ascorbic acid (10 g, 56.8 mmol) was dissolved in 60 ml of dimethylsulfoxide, followed by addition of cesium carbonate (9.25 g, 28.4 mmol). After 20 minutes, benzyl bromide (6.75 ml, 56.8 mmol) was added to the reaction mixture and heated to 50° C. for 18 hours. The reaction mixture was cooled down to the room temperature and diluted with 150 ml of dichloromethane to produce a solid. After filtration, the filtrate was concentrated under reduced pressure and purified by column chromatography on si...